This data is from the Open Reaction Database (ORD), a public repository of structured organic reaction records. The task is: describe an organic reaction: reactants, conditions, products, and yield Procedure: A solution of methyl{1-(4-chlorophenyl)-2-[4(trifluoromethyl)phenyl]piperidine-4-yl}acetate (34 mg, 0.08 mmol) in THF (2 ml) and H2O (2 ml) was treated with LiOH (19 mg, 0.8 mmol) and the mixture was stirred at room temperature for 20 hours. The reaction was diluted with hydrochloric acid (1N, 20 ml) and extracted with EtOAc (2×20 ml). The combined extracts were washed with brine (×1), then dried (MgSO4), filtered and evaporated. The residue was purified by chromatography on silica, eluting with... Yield: 47.1%. Starting materials: COC(CC1CC(N(CC1)C1=CC=C(C=C1)Cl)C1=CC=C(C=C1)C(F)(F)F)=O (methyl{1-(4-chlorophenyl)-2-[4(trifluoromethyl)phenyl]piperidine-4-yl}acetate), [Li+].[OH-] (LiOH). Solvent: C1CCOC1 (THF), O (H2O), Cl (hydrochloric acid). The product is ClC1=CC=C(C=C1)N1C(CC(CC1)CC(=O)O)C1=CC=C(C=C1)C(F)(F)F ((±)-{1-(4-Chlorophenyl)-2-[4-(trifluoromethyl)phenyl]piperidin-4-yl}acetic acid). Conditions: time 20 hour. RXN SMILES: C[O:2][C:3](=[O:28])[CH2:4][CH:5]1[CH2:10][CH2:9][N:8]([C:11]2[CH:16]=[CH:15][C:14]([Cl:17])=[CH:13][CH:12]=2)[CH:7]([C:18]2[CH:23]=[CH:22][C:21]([C:24]([F:27])([F:26])[F:25])=[CH:20][CH:19]=2)[CH2:6]1.[Li+].[OH-]>C1COCC1.O.Cl>[Cl:17][C:14]1[CH:15]=[CH:16][C:11]([N:8]2[CH2:9][CH2:10][CH:5]([CH2:4][C:3]([OH:28])=[O:2])[CH2:6][CH:7]2[C:18]2[CH:19]=[CH:20][C:21]([C:24]([F:27])([F:25])[F:26])=[CH:22][CH:23]=2)=[CH:12][CH:13]=1 |f:1.2|. Starting materials: ice water, solution, C(C)[Mg]Br (ethylmagnesium bromide), C(C1=CC=CC=C1)N1N=C(C2=CC=CC=C12)C=1OC(=CC1)C=O (1-benzyl-3-(5-formyl-2-furyl)indazole). Solvent: C1CCOC1 (THF), C(C)OCC (diethyl ether). Conditions: time 1 hour. Product: C(C1=CC=CC=C1)N1N=C(C2=CC=CC=C12)C=1OC(=CC1)C(CC)O (1-Benzyl-3-(5-(1-hydroxypropyl)-2-furyl)indazole). RXN SMILES: [CH2:1]([Mg]Br)[CH3:2].[CH2:5]([N:12]1[C:20]2[C:15](=[CH:16][CH:17]=[CH:18][CH:19]=2)[C:14]([C:21]2[O:22][C:23]([CH:26]=[O:27])=[CH:24][CH:25]=2)=[N:13]1)[C:6]1[CH:11]=[CH:10][CH:9]=[CH:8][CH:7]=1>C1COCC1.C(OCC)C>[CH2:5]([N:12]1[C:20]2[C:15](=[CH:16][CH:17]=[CH:18][CH:19]=2)[C:14]([C:21]2[O:22][C:23]([CH:26]([OH:27])[CH2:1][CH3:2])=[CH:24][CH:25]=2)=[N:13]1)[C:6]1[CH:11]=[CH:10][CH:9]=[CH:8][CH:7]=1. Reported procedure: At 10° C., 1.1 ml (1.1 mmol) of a 1M solution of ethylmagnesium bromide in THF were added dropwise to 300 mg (0.99 mmol) of 1-benzyl-3-(5-formyl-2-furyl)indazole in 20 ml of diethyl ether. After 1 h at 10° C., the mixture was poured into ice-water and extracted with ethyl acetate, dried and concentrated. The crude product was purified by silica gel chromatography using dichloromethane/methanol (95:5). This gave 200 mg (61%) of the title compound. The reactants are C(C1=CC=CC=C1)OC(=O)NC1=CN=C(N(C1=O)CC(=O)NC(C(C(F)(F)F)O[Si](C)(C)C(C)(C)C)C(C)C)C1=CC=CC=C1 (2-(5-benzyloxycarbonylamino-6-oxo-2-phenyl-1,6-dihydro-1-pyrimidinyl)-N-(2-tert-butyldimethylsilyloxy-3,3,3-trifluoro-1-isopropylpropyl)acetamide). Reagents/catalysts: [Pd] (palladium on carbon). The solvent is O1CCCC1 (tetrahydrofuran), C(C)O (ethanol). Reaction conditions: time 12 hour. Product: NC1=CN=C(N(C1=O)CC(=O)NC(C(C(F)(F)F)O[Si](C)(C)C(C)(C)C)C(C)C)C1=CC=CC=C1 (2-(5-amino-6-oxo-2-phenyl-1,6-dihydro-1-pyrimidinyl)-N-(2-tert-butyldimethylsilyloxy-3,3,3-trifluoro-1-isopropylpropyl)acetamide). Yield: 88.5%. RXN SMILES: C(OC([NH:11][C:12]1[C:17](=[O:18])[N:16]([CH2:19][C:20]([NH:22][CH:23]([CH:37]([CH3:39])[CH3:38])[CH:24]([O:29][Si:30]([C:33]([CH3:36])([CH3:35])[CH3:34])([CH3:32])[CH3:31])[C:25]([F:28])([F:27])[F:26])=[O:21])[C:15]([C:40]2[CH:45]=[CH:44][CH:43]=[CH:42][CH:41]=2)=[N:14][CH:13]=1)=O)C1C=CC=CC=1>O1CCCC1.C(O)C.[Pd]>[NH2:11][C:12]1[C:17](=[O:18])[N:16]([CH2:19][C:20]([NH:22][CH:23]([CH:37]([CH3:39])[CH3:38])[CH:24]([O:29][Si:30]([C:33]([CH3:36])([CH3:34])[CH3:35])([CH3:31])[CH3:32])[C:25]([F:28])([F:27])[F:26])=[O:21])[C:15]([C:40]2[CH:41]=[CH:42][CH:43]=[CH:44][CH:45]=2)=[N:14][CH:13]=1. Reported procedure: To a solution of 2-(5-benzyloxycarbonylamino-6-oxo-2-phenyl-1,6-dihydro-1-pyrimidinyl)-N-(2-tert-butyldimethylsilyloxy-3,3,3-trifluoro-1-isopropylpropyl)acetamide (12.4 g) in tetrahydrofuran (100 mL) and ethanol (60 mL) was added 10% (w/w) palladium on carbon (1 g) and the suspension was placed under a hydrogen atmosphere (3.4 bar) and shaken for 12 h. The solution was filtered through diatomaceous earth to give an oil which crystallized from ether to provide 2-(5-amino-6-oxo-2-phenyl-1,6-dihydr... The reactants are O1C(CCCC1)OCCCCCCBr (6-[(Tetrahydropyran-2-yl)oxy]-1bromohexane), C(CN)N.[C-]#[C-].[Li+].[Li+] (lithium acetylide ethylenediamine), [Cl-].[NH4+] (ammonium chloride). Conditions: time 8 hour. Yields the product O1C(CCCC1)OCCCCCCC#C (8-[(Tetrahydropyran-2-yl)oxy]-1-octyne). Reaction SMILES: [O:1]1[CH2:6][CH2:5][CH2:4][CH2:3][CH:2]1[O:7][CH2:8][CH2:9][CH2:10][CH2:11][CH2:12][CH2:13]Br.[CH2:15](N)[CH2:16]N.[C-]#[C-].[Li+].[Li+].[Cl-].[NH4+]>>[O:1]1[CH2:6][CH2:5][CH2:4][CH2:3][CH:2]1[O:7][CH2:8][CH2:9][CH2:10][CH2:11][CH2:12][CH2:13][C:15]#[CH:16] |f:1.2.3.4,5.6|. Procedure details: 6-[(Tetrahydropyran-2-yl)oxy]-1bromohexane (2.0 g) is added, with a mild exotherm, to a stirred mixture of lithium acetylide ethylenediamine (4.9 g) at 20°-25°. The mixture is stirred overnight, then is poured into ice and aqueous ammonium chloride and extracted with ether/pentane. The extracts are dried over magnesium sulfate and concentrated to give the title compound, NMR (CDCl3) 1.3-2.5, 3.3-4.1 and 4.7 δ. Reactants: [Li]CCCC, COc1ccc(-c2ccsc2-c2ccc(OC)cc2)cc1, CI, Cc1ccccc1, CCOCC, O. The product is COc1ccc(-c2cc(C)sc2-c2ccc(OC)cc2)cc1. As a reaction SMILES: [CH2:22]([Li:23])[CH2:24][CH2:25][CH3:26].[CH3:1][O:2][c:3]1[cH:4][cH:5][c:6](-[c:9]2[s:10][cH:11][cH:12][c:13]2-[c:14]2[cH:15][cH:16][c:17]([O:20][CH3:21])[cH:18][cH:19]2)[cH:7][cH:8]1.[CH3:27][I:28].[CH3:30][c:31]1[cH:32][cH:33][cH:34][cH:35][cH:36]1.[CH3:37][CH2:38][O:39][CH2:40][CH3:41].[OH2:29]>>[CH3:1][O:2][c:3]1[cH:4][cH:5][c:6](-[c:9]2[s:10][c:11]([CH3:22])[cH:12][c:13]2-[c:14]2[cH:15][cH:16][c:17]([O:20][CH3:21])[cH:18][cH:19]2)[cH:7][cH:8]1. Product: CC(=O)Nc1ccc(C(C)C)cc1[N+](=O)[O-]. Starting materials: CC(=O)Nc1ccc(C(C)C)cc1, O=[N+]([O-])O. As a reaction SMILES: [CH:1]([CH3:2])([CH3:3])[c:4]1[cH:5][cH:6][c:7]([NH:10][C:11]([CH3:12])=[O:13])[cH:8][cH:9]1.[OH:14][N+:15]([O-:16])=[O:17]>>[CH:1]([CH3:2])([CH3:3])[c:4]1[cH:5][c:6]([N+:15](=[O:14])[O-:16])[c:7]([NH:10][C:11]([CH3:12])=[O:13])[cH:8][cH:9]1. Reactants: O=C1N(CN(C12CCNCC2)C2=CC=CC=C2)CC=2C=C(C(=O)OC(C)(C)C)C=CC2 (tert-butyl 3-((4-oxo-1-phenyl-1,3,8-triazaspiro[4.5]decan-3-yl)methyl)benzoate), C([O-])([O-])=O.[K+].[K+] (potassium carbonate), BrCC1COC2=C(O1)C=CC=C2 (2-(bromomethyl)-2,3-dihydrobenzo[b][1,4]dioxine). The solvent is CN(C=O)C (N,N-dimethylformamide). Reaction conditions: temperature 55 celsius, time 18 hour. Product: O1C2=C(OCC1CN1CCC3(C(N(CN3C3=CC=CC=C3)CC=3C=C(C(=O)OC(C)(C)C)C=CC3)=O)CC1)C=CC=C2 (tert-butyl 3-((8-((2,3-dihydrobenzo[b][1,4]dioxin-2-yl)methyl)-4-oxo-1-phenyl-1,3,8-triazaspiro[4.5]decan-3-yl)methyl)benzoate). The yield is 54.3%. Reaction SMILES: [O:1]=[C:2]1[C:6]2([CH2:11][CH2:10][NH:9][CH2:8][CH2:7]2)[N:5]([C:12]2[CH:17]=[CH:16][CH:15]=[CH:14][CH:13]=2)[CH2:4][N:3]1[CH2:18][C:19]1[CH:20]=[C:21]([CH:29]=[CH:30][CH:31]=1)[C:22]([O:24][C:25]([CH3:28])([CH3:27])[CH3:26])=[O:23].C(=O)([O-])[O-].[K+].[K+].Br[CH2:39][CH:40]1[O:45][C:44]2[CH:46]=[CH:47][CH:48]=[CH:49][C:43]=2[O:42][CH2:41]1>CN(C)C=O>[O:45]1[CH:40]([CH2:39][N:9]2[CH2:10][CH2:11][C:6]3([N:5]([C:12]4[CH:13]=[CH:14][CH:15]=[CH:16][CH:17]=4)[CH2:4][N:3]([CH2:18][C:19]4[CH:20]=[C:21]([CH:29]=[CH:30][CH:31]=4)[C:22]([O:24][C:25]([CH3:28])([CH3:26])[CH3:27])=[O:23])[C:2]3=[O:1])[CH2:7][CH2:8]2)[CH2:41][O:42][C:43]2[CH:49]=[CH:48][CH:47]=[CH:46][C:44]1=2 |f:1.2.3|. Procedure: To a solution of tert-butyl 3-((4-oxo-1-phenyl-1,3,8-triazaspiro[4.5]decan-3-yl)methyl)benzoate (0.23 g, 0.55 mmol) and potassium carbonate (0.114 g, 0.83 mmol) in N,N-dimethylformamide (5 mL), was added 2-(bromomethyl)-2,3-dihydrobenzo[b][1,4]dioxine (0.082 mL, 0.55 mmol, d=1.533). After stirring at 55° C. for 18 hours, the reaction mixture was filtered, concentrated and isolated by preparatory TLC (7% methanol/dichloromethane) to obtain the title compound (0.17 g, 54%); 1H NMR (DMSO-d6): δ 1.5... Product: CC(C)(O)C#Cc1sc2cnccc2c1Br. The reactants are Brc1sc2cnccc2c1Br, C1COCCO1, C#CC(C)(C)O, CCN(C(C)C)C(C)C, [Cu]I, Cl[Pd]Cl, c1ccc(P(c2ccccc2)c2ccccc2)cc1, c1ccc(P(c2ccccc2)c2ccccc2)cc1. Reaction SMILES: [Br:1][c:2]1[c:3]([Br:11])[c:4]2[c:5]([cH:6][n:7][cH:8][cH:9]2)[s:10]1.[CH2:27]1[O:28][CH2:29][CH2:30][O:31][CH2:32]1.[CH3:12][C:13]([CH3:14])([C:15]#[CH:16])[OH:17].[CH:18]([N:19]([CH2:20][CH3:21])[CH:22]([CH3:23])[CH3:24])([CH3:25])[CH3:26].[Cu:33][I:34].[Pd:35]([Cl:36])[Cl:37].[c:38]1([P:39]([c:40]2[cH:41][cH:42][cH:43][cH:44][cH:45]2)[c:46]2[cH:47][cH:48][cH:49][cH:50][cH:51]2)[cH:52][cH:53][cH:54][cH:55][cH:56]1.[c:57]1([P:58]([c:59]2[cH:60][cH:61][cH:62][cH:63][cH:64]2)[c:65]2[cH:66][cH:67][cH:68][cH:69][cH:70]2)[cH:71][cH:72][cH:73][cH:74][cH:75]1>>[c:2]1([C:16]#[C:15][C:13]([CH3:12])([CH3:14])[OH:17])[c:3]([Br:11])[c:4]2[c:5]([cH:6][n:7][cH:8][cH:9]2)[s:10]1.